This data is from the Open Reaction Database (ORD), a public repository of structured organic reaction records. The task is: describe an organic reaction: reactants, conditions, products, and yield Reactants: ClC=1C=CC(=C(C1)C1=C(C=NN1COCC[Si](C)(C)C)[N+](=O)[O-])OC(F)F (5-(5-chloro-2-difluoromethoxyphenyl)-4-nitro-1-(2-trimethylsilanylethoxymethyl)-1H-pyrazole), O (water), [Cl-].[NH4+] (ammonium chloride). Reagents/catalysts: [Fe] (iron). Solvent: C(C)O (ethanol). Run at temperature 80 celsius. Yields the product ClC=1C=CC(=C(C1)C1=C(C=NN1COCC[Si](C)(C)C)N)OC(F)F (5-(5-chloro-2-difluoromethoxyphenyl)-1-(2-trimethylsilanyl-ethoxymethyl)-1H-pyrazol-4-ylamine). The yield is 53.4%. RXN SMILES: [Cl:1][C:2]1[CH:3]=[CH:4][C:5]([O:24][CH:25]([F:27])[F:26])=[C:6]([C:8]2[N:12]([CH2:13][O:14][CH2:15][CH2:16][Si:17]([CH3:20])([CH3:19])[CH3:18])[N:11]=[CH:10][C:9]=2[N+:21]([O-])=O)[CH:7]=1.O.[Cl-].[NH4+]>C(O)C.[Fe]>[Cl:1][C:2]1[CH:3]=[CH:4][C:5]([O:24][CH:25]([F:26])[F:27])=[C:6]([C:8]2[N:12]([CH2:13][O:14][CH2:15][CH2:16][Si:17]([CH3:20])([CH3:18])[CH3:19])[N:11]=[CH:10][C:9]=2[NH2:21])[CH:7]=1 |f:2.3|. Procedure: To a solution of 5-(5-chloro-2-difluoromethoxyphenyl)-4-nitro-1-(2-trimethylsilanylethoxymethyl)-1H-pyrazole (62 g, 148 mmol) in ethanol (600 mL) was added water (200 mL), ammonium chloride (32 g, 590 mmol) and iron powder (41 g, 740 mmol). The mixture was heated at 80° C. for 2 hours then allowed to cool to room temperature. The residual solid was removed by filtration through Celite®. The filtrate was evaporated under reduced pressure, diluted with water and extracted twice with DCM. The combi... The reactants are ClCCl, NN, OCCN1CCOCC1, CC(C)OC(=O)N=NC(=O)OC(C)C, O, O=C1c2ccccc2C(=O)N1O, c1ccc(P(c2ccccc2)c2ccccc2)cc1. Yields the product NOCCN1CCOCC1. RXN SMILES: [Cl:58][CH2:59][Cl:60].[NH2:56][NH2:57].[O:1]1[CH2:2][CH2:3][N:4]([CH2:7][CH2:8][OH:9])[CH2:5][CH2:6]1.[O:41]=[C:42]([O:43][CH:44]([CH3:45])[CH3:46])[N:47]=[N:48][C:49]([O:50][CH:51]([CH3:52])[CH3:53])=[O:54].[OH2:55].[OH:10][N:11]1[C:12](=[O:13])[c:14]2[c:15]([cH:16][cH:17][cH:18][cH:19]2)[C:20]1=[O:21].[c:22]1([P:23]([c:24]2[cH:25][cH:26][cH:27][cH:28][cH:29]2)[c:30]2[cH:31][cH:32][cH:33][cH:34][cH:35]2)[cH:36][cH:37][cH:38][cH:39][cH:40]1>>[O:1]1[CH2:2][CH2:3][N:4]([CH2:7][CH2:8][O:9][NH2:11])[CH2:5][CH2:6]1. The yield is 80.0%. Reaction conditions: time 2 hour. The product is C(C(=C)C)(=O)OC(CCCCCCC)CC (deca-8-yl methacrylate). Starting materials: C(C(=C)C)(=O)O (methacrylic acid), C1(=CC=C(C=C1)S(=O)(=O)O)C (p-toluenesulfonic acid), COC1=CC=C(O)C=C1 (hydroquinone monomethyl ether). Procedure: In a 10-liter separable flask equipped with a stirrer, a condenser and a water separator, 2700 g of tricyclo [5.2.1.02,6 ]deca-8-ol (white crystal powder), 1896 g of methacrylic acid, 2700 g of toluence, 135 g of p-toluenesulfonic acid and 0.64 g of hydroquinone monomethyl ether were placed and reacted at 115° C. with stirring for 2 hours while removing the water generated out of the system. Then, the reaction solution was taken out of the flask and then subjected to distillation to remove low b... Run in O (water). RXN SMILES: [C:1]([OH:6])(=[O:5])[C:2]([CH3:4])=[CH2:3].[C:7]1([CH3:17])[CH:12]=[CH:11][C:10](S(O)(=O)=O)=[CH:9][CH:8]=1.CO[C:20]1[CH:26]=CC(O)=C[CH:21]=1>O>[C:1]([O:6][CH:12]([CH2:7][CH3:17])[CH2:11][CH2:10][CH2:9][CH2:8][CH2:21][CH2:20][CH3:26])(=[O:5])[C:2]([CH3:4])=[CH2:3]. Run at temperature 0 celsius, time 10 minute. Reported procedure: To a solution of 2-fluoro-5-methylnicotinic acid (4.9 g, 31.6 mmol), N,O-dimethylhydroxylamine hydrochloride (4.01 g, 41.08 mmol), diisopropylethylamine (12.6 ml, 72.68 mmol) in dichloromethane (150 ml) at 0° C. was added TBTU (11.16 g, 34.76 mmol) portionwise over 30 minutes. The solution was stirred at 0° C. for a further 10 minutes then, at room temperature for 18 hours. The reaction mixture was washed with a 10 wt % solution of citric acid and brine. The organic layer was dried over magnesiu... Yields the product FC1=C(C(=O)N(C)OC)C=C(C=N1)C (2-fluoro-N-methoxy-N,5-dimethylnicotinamide). The reactants are FC1=C(C(=O)O)C=C(C=N1)C (2-fluoro-5-methylnicotinic acid), Cl.CNOC (N,O-dimethylhydroxylamine hydrochloride), C(C)(C)N(CC)C(C)C (diisopropylethylamine), CN(C)C(=[N+](C)C)ON1C2=C(C=CC=C2)N=N1.[B-](F)(F)(F)F (TBTU). Reaction SMILES: [F:1][C:2]1[N:10]=[CH:9][C:8]([CH3:11])=[CH:7][C:3]=1[C:4](O)=[O:5].Cl.[CH3:13][NH:14][O:15][CH3:16].C(N(C(C)C)CC)(C)C.CN(C(ON1N=NC2C=CC=CC1=2)=[N+](C)C)C.[B-](F)(F)(F)F>ClCCl>[F:1][C:2]1[N:10]=[CH:9][C:8]([CH3:11])=[CH:7][C:3]=1[C:4]([N:14]([O:15][CH3:16])[CH3:13])=[O:5] |f:1.2,4.5|. Isolated yield 86.9%. Solvent: ClCCl (dichloromethane). Reactants: CC(C)(C)OC(=O)N1CCN(C(=O)c2cc(NC(=O)Cc3ccc(-c4cnc5cc(-c6ccccn6)ccn45)cc3F)cc(C(F)(F)F)c2)CC1, C1CCOC1, CO, ClCCl, Cl. Product: O=C(Cc1ccc(-c2cnc3cc(-c4ccccn4)ccn23)cc1F)Nc1cc(C(=O)N2CCNCC2)cc(C(F)(F)F)c1. As a reaction SMILES: [C:1]([O:2][C:3](=[O:4])[N:8]1[CH2:9][CH2:10][N:11]([C:14]([c:15]2[cH:16][c:17]([NH:25][C:26]([CH2:27][c:28]3[c:29]([F:49])[cH:30][c:31](-[c:34]4[cH:35][n:36][c:37]5[n:38]4[cH:39][cH:40][c:41](-[c:43]4[n:44][cH:45][cH:46][cH:47][cH:48]4)[cH:42]5)[cH:32][cH:33]3)=[O:50])[cH:18][c:19]([C:21]([F:22])([F:23])[F:24])[cH:20]2)=[O:51])[CH2:12][CH2:13]1)([CH3:5])([CH3:6])[CH3:7].[CH2:58]1[O:59][CH2:60][CH2:61][CH2:62]1.[CH3:56][OH:57].[Cl:53][CH2:54][Cl:55].[ClH:52]>>[NH:8]1[CH2:9][CH2:10][N:11]([C:14]([c:15]2[cH:16][c:17]([NH:25][C:26]([CH2:27][c:28]3[c:29]([F:49])[cH:30][c:31](-[c:34]4[cH:35][n:36][c:37]5[n:38]4[cH:39][cH:40][c:41](-[c:43]4[n:44][cH:45][cH:46][cH:47][cH:48]4)[cH:42]5)[cH:32][cH:33]3)=[O:50])[cH:18][c:19]([C:21]([F:22])([F:23])[F:24])[cH:20]2)=[O:51])[CH2:12][CH2:13]1.